From a dataset of the Open Reaction Database (ORD), a public repository of structured organic reaction records. describe an organic reaction: reactants, conditions, products, and yield Reactants: O=C(Cl)OCc1ccccc1, COC(=O)c1ccc2c(c1)SCCC2N, CCOC(C)=O, [Na+], O=C([O-])O. The product is COC(=O)c1ccc2c(c1)SCCC2NC(=O)OCc1ccccc1. As a reaction SMILES: [CH2:21]([c:22]1[cH:23][cH:24][cH:25][cH:26][cH:27]1)[O:28][C:29](=[O:30])[Cl:31].[CH3:1][O:2][C:3](=[O:4])[c:5]1[cH:6][cH:7][c:8]2[c:13]([cH:14]1)[S:12][CH2:11][CH2:10][CH:9]2[NH2:15].[CH3:32][CH2:33][O:34][C:35](=[O:36])[CH3:37].[Na+:16].[OH:17][C:18](=[O:19])[O-:20]>>[CH3:1][O:2][C:3](=[O:4])[c:5]1[cH:6][cH:7][c:8]2[c:13]([cH:14]1)[S:12][CH2:11][CH2:10][CH:9]2[NH:15][C:29]([O:28][CH2:21][c:22]1[cH:23][cH:24][cH:25][cH:26][cH:27]1)=[O:30]. Starting materials: [Bi]=O (bismuth oxide), [B]=O (boron oxide), [Bi]=O (bismuth oxide), [Sb]=O (antimony oxide), zirconia, [Bi]=O (bismuth oxide), [O-2].[Cr+3].[O-2].[O-2].[Cr+3] (chromium oxide). Run at time 18 hour. Product: [Bi]=O.[Sb]=O.[O-2].[Cr+3].[O-2].[O-2].[Cr+3].[B]=O (bismuth oxide antimony oxide chromium oxide boron oxide). RXN SMILES: [Bi:1]=[O:2].[Sb:3]=[O:4].[O-2:5].[Cr+3:6].[O-2].[O-2].[Cr+3].[B:10]=O>>[Bi:1]=[O:2].[Sb:3]=[O:4].[O-2:2].[Cr+3:6].[O-2:2].[O-2:2].[Cr+3:6].[B:10]=[O:5] |f:2.3.4.5.6,8.9.10.11.12.13.14.15,^1:0,2,9,11,13,20|. Procedure details: A bismuth oxide powder (whose average particle size is about 2 to 3 μm) and an antimony oxide powder (whose average particle size is about 2 to 3 μm) were mixed at a weight ratio of 85:15. The blended powder was heat treated at a temperature of 550° C. for 5 hrs. in the air. Further, bismuth oxide fine particles (whose average particle size is about 2 to 3 μm) and a chromium oxide fine powder (whose average particle size is about 0.5 to 1.5 μm) were mixed at a weight ratio of 75:25. The mixed po...